This data is from the Open Reaction Database (ORD), a public repository of structured organic reaction records. The task is: describe an organic reaction: reactants, conditions, products, and yield Reactants: C(CCCCCCC)(=O)O (caprylic acid), [OH-].[Na+] (sodium hydroxide), ClC(C)O (chloroethanol). The solvent is O (water), C=1(C(=CC=CC1)C)C (xylene), O (water), C(C)OCCO (2-ethoxyethanol). Yields the product C(CCCCCCC)(=O)[O-].[Na+] (Sodium caprylate), C(CCCCCCC)(=O)OCCO (2-hydroxyethyl caprylate). The yield is 66.0%. As a reaction SMILES: [C:1]([OH:10])(=[O:9])[CH2:2][CH2:3][CH2:4][CH2:5][CH2:6][CH2:7][CH3:8].[OH-].[Na+:12].Cl[CH:14]([OH:16])[CH3:15]>C1(C)C(C)=CC=CC=1.O.C(OCCO)C>[C:1]([O-:10])(=[O:9])[CH2:2][CH2:3][CH2:4][CH2:5][CH2:6][CH2:7][CH3:8].[Na+:12].[C:1]([O:10][CH2:15][CH2:14][OH:16])(=[O:9])[CH2:2][CH2:3][CH2:4][CH2:5][CH2:6][CH2:7][CH3:8] |f:1.2,7.8|. Procedure: Sodium caprylate (2 mol) was prepared by neutralization of caprylic acid (2 mol; 288.4 g; 317.4 ml) in 750 ml xylene with sodium hydroxide (2 mol; 80 g) in water (160 ml). The reaction mixture was freed of water and then heated with chloroethanol (2.1 mol; 170 g; 204.4 ml) with addition of 2-ethoxyethanol (1000 ml) as a solvent under reflux for 28 hours. The precipitated NaCl was filtered off and washed with 2-ethoxyethanol. The filtrate was distilled and 66% of 2-hydroxyethyl caprylate was obta...